This data is from the Open Reaction Database (ORD), a public repository of structured organic reaction records. The task is: describe an organic reaction: reactants, conditions, products, and yield Reactants: Cl, O=c1[nH]cnc2cc(F)ccc12, [Na], O, OCc1ccccc1. The product is O=c1[nH]cnc2cc(OCc3ccccc3)ccc12. RXN SMILES: [ClH:22].[F:10][c:11]1[cH:12][cH:13][c:14]2[c:15](=[O:21])[nH:16][cH:17][n:18][c:19]2[cH:20]1.[Na:1].[OH2:23].[OH:2][CH2:3][c:4]1[cH:5][cH:6][cH:7][cH:8][cH:9]1>>[O:2]([CH2:3][c:4]1[cH:5][cH:6][cH:7][cH:8][cH:9]1)[c:11]1[cH:12][cH:13][c:14]2[c:15](=[O:21])[nH:16][cH:17][n:18][c:19]2[cH:20]1. The reactants are OC1CCCCCCC1, O, O, [Pt]. RXN SMILES: [CH:2]1([OH:10])[CH2:3][CH2:4][CH2:5][CH2:6][CH2:7][CH2:8][CH2:9]1.[O:1].[OH2:12].[Pt:11]>>[C:2]1(=[O:10])[CH2:3][CH2:4][CH2:5][CH2:6][CH2:7][CH2:8][CH2:9]1. The product is O=C1CCCCCCC1. Reactants: C(C1=CC=CC=C1)ON(C(OC(C)(C)C)=O)CC (tert-butyl benzyloxy(ethyl)carbamate), C(=O)(C(F)(F)F)O (TFA). Run in C(Cl)Cl (DCM). Run at time 1 hour. The product is C(C1=CC=CC=C1)ONC (O-benzyl-Methylhydroxylamine). Isolated yield 96.4%. As a reaction SMILES: [CH2:1]([O:8][N:9](CC)[C:10](=O)OC(C)(C)C)[C:2]1[CH:7]=[CH:6][CH:5]=[CH:4][CH:3]=1.C(O)(C(F)(F)F)=O>C(Cl)Cl>[CH2:1]([O:8][NH:9][CH3:10])[C:2]1[CH:7]=[CH:6][CH:5]=[CH:4][CH:3]=1. Reported procedure: 151 (616 mg) was dissolved in 4 ml of DCM and 4 ml of TFA was added then the reaction mixture was let 1 h at room temperature. The reaction mixture is concentrated and 50 ml of AcOEt are added. The organic phase are washed with saturated NaHCO3 and brine then dried over Na2SO4, filtered and concentrated to afford 152 as an oil (324 mg, 88%). 1H NMR (DMSO): δ 0.99 (t, 3H, J=7.3 Hz), 2.82 (m, 2H), 4.61 (s, 2H), 6.50 (t, 1H, J=5.8 Hz), 7.32 (m, 5H). Reactants: C(=NS(=O)(=O)Cl)=O (N-chlorosulfonyl isocyanate), NC1=C(C=C(C=C1)OS(=O)(=O)C1=CC(=CC=C1)C(F)(F)F)[N+](=O)[O-] (2-amino-5-(3-trifluoromethylphenylsulfonyloxy)nitrobenzene). Run in C1(=CC=CC=C1)C (toluene), petroleum ether. Conditions: time 2 hour. The product is ClS(=O)(=O)NC(NC1=C(C=C(C=C1)OS(=O)(=O)C1=CC(=CC=C1)C(F)(F)F)[N+](=O)[O-])=O (2-(3-chlorosulfonylureido)-5-(3-trifluoromethylphenylsulfonyloxy)nitrobenzene). Reaction SMILES: [C:1](=[O:7])=[N:2][S:3]([Cl:6])(=[O:5])=[O:4].[NH2:8][C:9]1[CH:14]=[CH:13][C:12]([O:15][S:16]([C:19]2[CH:24]=[CH:23][CH:22]=[C:21]([C:25]([F:28])([F:27])[F:26])[CH:20]=2)(=[O:18])=[O:17])=[CH:11][C:10]=1[N+:29]([O-:31])=[O:30]>C1(C)C=CC=CC=1>[Cl:6][S:3]([NH:2][C:1](=[O:7])[NH:8][C:9]1[CH:14]=[CH:13][C:12]([O:15][S:16]([C:19]2[CH:24]=[CH:23][CH:22]=[C:21]([C:25]([F:28])([F:27])[F:26])[CH:20]=2)(=[O:17])=[O:18])=[CH:11][C:10]=1[N+:29]([O-:31])=[O:30])(=[O:5])=[O:4]. Procedure details: 30 ml of N-chlorosulfonyl isocyanate are added dropwise, at +10° C., to 108 g of 2-amino-5-(3-trifluoromethylphenylsulfonyloxy)nitrobenzene in 800 ml of toluene. The mixture is stirred for a further two hours while cooling, and 500 ml of petroleum ether are added. The 2-(3-chlorosulfonylureido)-5-(3-trifluoromethylphenylsulfonyloxy)nitrobenzene produced is filtered off with suction, washed with petroleum ether and dried over potassium hydroxide, melting point 137° C., decomposition. 150 g of thi... Reactants: ClC1=CC(=C(C#N)C=C1)NC(=O)OCC (4-chloro-2-(ethoxycabonylamino)benzonitrile), C(C)(=O)OCC=1C=C(OC1)C(CBr)=O (4-Acetoxymethyl-2-(bromoacetyl)furan). Yields the product C(C)(=O)OCC=1C=C(OC1)C(=O)C=1N(C2=CC(=CC=C2C1N)Cl)C(=O)OCC (2-(4-Acetoxymethyl-2-furoyl)-3-amino-6-chloro-1-(ethoxycarbonyl)indole). As a reaction SMILES: [Cl:1][C:2]1[CH:9]=[CH:8][C:5]([C:6]#[N:7])=[C:4]([NH:10][C:11]([O:13][CH2:14][CH3:15])=[O:12])[CH:3]=1.[C:16]([O:19][CH2:20][C:21]1[CH:22]=[C:23]([C:26](=[O:29])[CH2:27]Br)[O:24][CH:25]=1)(=[O:18])[CH3:17]>>[C:16]([O:19][CH2:20][C:21]1[CH:22]=[C:23]([C:26]([C:27]2[N:10]([C:11]([O:13][CH2:14][CH3:15])=[O:12])[C:4]3[C:5]([C:6]=2[NH2:7])=[CH:8][CH:9]=[C:2]([Cl:1])[CH:3]=3)=[O:29])[O:24][CH:25]=1)(=[O:18])[CH3:17]. Procedure: The title compound was prepared according to the procedure described in step 2 of Example 1 employing 4-chloro-2-(ethoxycabonylamino)benzonitrile (Exampe 1, step 1) and 4-acetoxymethyl-2-(bromoacetyl)furan (step 1).